From a dataset of the Open Reaction Database (ORD), a public repository of structured organic reaction records. describe an organic reaction: reactants, conditions, products, and yield Reactants: C(C)(C)(C)OC(CN(C(=O)OC(C)(C)C)C1=NC(=CC=C1)C(NS(=O)(=O)C=1C=NC=CC1)CC1=CC=C(C=C1)C1=CC=CC=C1)=O (tert-butyl({6-[(biphenyl-4-ylmethyl)(pyridin-3-ylsulfonyl)aminomethyl]pyridin-2-yl}tert-butoxycarbonylamino)acetate), Cl.O1CCOCC1 (hydrogen chloride 1,4-dioxane). The solvent is C(Cl)Cl (methylene chloride). Reaction conditions: temperature 50 celsius, time 16 hour. The product is Cl.C1(=CC=C(C=C1)CC(C1=CC=CC(=N1)NCC(=O)O)NS(=O)(=O)C=1C=NC=CC1)C1=CC=CC=C1 ({6-[(Biphenyl-4-ylmethyl)(pyridin-3-ylsulfonyl)aminomethyl]pyridin-2-ylamino}Acetic Acid Hydrochloride). Yield: 94.0%. As a reaction SMILES: C([O:5][C:6](=[O:46])[CH2:7][N:8]([C:16]1[CH:21]=[CH:20][CH:19]=[C:18]([CH:22]([CH2:33][C:34]2[CH:39]=[CH:38][C:37]([C:40]3[CH:45]=[CH:44][CH:43]=[CH:42][CH:41]=3)=[CH:36][CH:35]=2)[NH:23][S:24]([C:27]2[CH:28]=[N:29][CH:30]=[CH:31][CH:32]=2)(=[O:26])=[O:25])[N:17]=1)C(OC(C)(C)C)=O)(C)(C)C.[ClH:47].O1CCOCC1>C(Cl)Cl>[ClH:47].[C:37]1([C:40]2[CH:41]=[CH:42][CH:43]=[CH:44][CH:45]=2)[CH:36]=[CH:35][C:34]([CH2:33][CH:22]([NH:23][S:24]([C:27]2[CH:28]=[N:29][CH:30]=[CH:31][CH:32]=2)(=[O:25])=[O:26])[C:18]2[N:17]=[C:16]([NH:8][CH2:7][C:6]([OH:46])=[O:5])[CH:21]=[CH:20][CH:19]=2)=[CH:39][CH:38]=1 |f:1.2,4.5|. Procedure: To a solution of tert-butyl({6-[(biphenyl-4-ylmethyl)(pyridin-3-ylsulfonyl)aminomethyl]pyridin-2-yl}tert-butoxycarbonylamino)acetate (931 mg, 1.44 mmol) obtained in Example 6-(a) in methylene chloride (14.4 ml) was added a 4N hydrogen chloride/1,4-dioxane solution (7.2 ml), and the mixture was left at room temperature for 16 hours. Further, it was stirred at 50° C. for 2 hours. After completion of the reaction, the reaction solution was concentrated under reduced pressure, followed by addition o... Starting materials: Cc1c(C)c2c(c(C)c1O)CC1(CCN(Cc3ccccc3)CC1)O2, COc1ccc(CCl)cc1, CN(C)C=O, [H-], [Na+], O. The product is COc1ccc(COc2c(C)c(C)c3c(c2C)CC2(CCN(Cc4ccccc4)CC2)O3)cc1. As a reaction SMILES: [CH2:3]([c:4]1[cH:5][cH:6][cH:7][cH:8][cH:9]1)[N:10]1[CH2:11][CH2:12][C:13]2([O:14][c:15]3[c:16]([c:18]([CH3:25])[c:19]([OH:24])[c:20]([CH3:23])[c:21]3[CH3:22])[CH2:17]2)[CH2:26][CH2:27]1.[CH3:28][O:29][c:30]1[cH:31][cH:32][c:33]([CH2:34][Cl:35])[cH:36][cH:37]1.[CH3:39][N:40]([CH3:41])[CH:42]=[O:43].[H-:1].[Na+:2].[OH2:38]>>[CH2:3]([c:4]1[cH:5][cH:6][cH:7][cH:8][cH:9]1)[N:10]1[CH2:11][CH2:12][C:13]2([O:14][c:15]3[c:16]([c:18]([CH3:25])[c:19]([O:24][CH2:34][c:33]4[cH:32][cH:31][c:30]([O:29][CH3:28])[cH:37][cH:36]4)[c:20]([CH3:23])[c:21]3[CH3:22])[CH2:17]2)[CH2:26][CH2:27]1. Reaction SMILES: [F:1][C:2]1[C:3]([O:25][CH2:26][CH2:27][CH2:28][N:29]([CH3:31])[CH3:30])=[CH:4][C:5]2[NH:9][C:8]([C:10]3[C:14]([N+:15]([O-])=O)=[CH:13][N:12]([CH:18]4[CH2:23][CH2:22][CH2:21][CH2:20][O:19]4)[N:11]=3)=[N:7][C:6]=2[CH:24]=1.[H][H]>CO.[Pd]>[CH3:31][N:29]([CH3:30])[CH2:28][CH2:27][CH2:26][O:25][C:3]1[C:2]([F:1])=[CH:24][C:6]2[N:7]=[C:8]([C:10]3[C:14]([NH2:15])=[CH:13][N:12]([CH:18]4[CH2:23][CH2:22][CH2:21][CH2:20][O:19]4)[N:11]=3)[NH:9][C:5]=2[CH:4]=1. Procedure details: A suspension of 2.3 g of (3-{6-fluoro-2-[4-nitro-1-(tetrahydropyran-2-yl)-1H-pyrazol-3-yl]-3H-benzimidazol-5-yloxy}propyl)dimethylamine in 40 mL of methanol and 0.2 g of palladium-on-charcoal is hydrogenated under 1 bar of hydrogen pressure at ambient temperature for 18 hours. The reaction medium is filtered through celite and the filtrate is concentrated under reduced pressure in a rotary evaporator. 2.0 g of 3-[6-(3-dimethylaminopropoxy)-5-fluoro-1H-benzimidazol-2-yl]-1-(tetrahydropyran-2-yl)-... Reagents/catalysts: [Pd] (palladium-on-charcoal). Run in CO (methanol). Starting materials: FC=1C(=CC2=C(N=C(N2)C2=NN(C=C2[N+](=O)[O-])C2OCCCC2)C1)OCCCN(C)C ((3-{6-fluoro-2-[4-nitro-1-(tetrahydropyran-2-yl)-1H-pyrazol-3-yl]-3H-benzimidazol-5-yloxy}propyl)dimethylamine), [H][H] (hydrogen). Yield: 93.4%. Product: CN(CCCOC=1C(=CC2=C(NC(=N2)C2=NN(C=C2N)C2OCCCC2)C1)F)C (3-[6-(3-dimethylaminopropoxy)-5-fluoro-1H-benzimidazol-2-yl]-1-(tetrahydropyran-2-yl)-1H-pyrazol-4-ylamine). Reactants: CC(C)CC(=O)Cl, ClC(Cl)Cl, Cc1nsc(N)c1C#N, c1ccncc1. Product: Cc1nsc(NC(=O)CC(C)C)c1C#N. RXN SMILES: [C:10]([CH2:11][CH:12]([CH3:13])[CH3:14])(=[O:15])[Cl:16].[Cl:23][CH:24]([Cl:25])[Cl:26].[NH2:1][c:2]1[c:3]([C:8]#[N:9])[c:4]([CH3:7])[n:5][s:6]1.[cH:17]1[cH:18][cH:19][n:20][cH:21][cH:22]1>>[NH:1]([c:2]1[c:3]([C:8]#[N:9])[c:4]([CH3:7])[n:5][s:6]1)[C:10]([CH2:11][CH:12]([CH3:13])[CH3:14])=[O:15].